The task is: describe an organic reaction: reactants, conditions, products, and yield. This data is from the Open Reaction Database (ORD), a public repository of structured organic reaction records. Reactants: C(C)(=O)C1=CC=C(C=C1)N(CC#C)CC=1C=C2C(NC(=NC2=CC1)N)=O (6-[[(4-acetylphenyl)-2-propynylamino]methyl]-2-amino-4(3H)-quinazolinone), CN(N)C (1,1-dimethylhydrazine). Run in CO (methanol). Yields the product NC1=NC2=CC=C(C=C2C(N1)=O)CN(CC#C)C1=CC=C(C=C1)C(C)=NN(C)C (2-Amino-6-[[[4-[1-(dimethylhydrazono)ethyl]phenyl]-2-propynylamino]methyl]-4(3H)-quinazolinone). As a reaction SMILES: [C:1]([C:4]1[CH:9]=[CH:8][C:7]([N:10]([CH2:14][C:15]2[CH:16]=[C:17]3[C:22](=[CH:23][CH:24]=2)[N:21]=[C:20]([NH2:25])[NH:19][C:18]3=[O:26])[CH2:11][C:12]#[CH:13])=[CH:6][CH:5]=1)(=O)[CH3:2].[CH3:27][N:28]([CH3:30])[NH2:29]>CO>[NH2:25][C:20]1[NH:19][C:18](=[O:26])[C:17]2[C:22](=[CH:23][CH:24]=[C:15]([CH2:14][N:10]([C:7]3[CH:6]=[CH:5][C:4]([C:1](=[N:29][N:28]([CH3:30])[CH3:27])[CH3:2])=[CH:9][CH:8]=3)[CH2:11][C:12]#[CH:13])[CH:16]=2)[N:21]=1. Reported procedure: A suspension of 3.46 g (10 mmol) of 6-[[(4-acetylphenyl)-2-propynylamino]methyl]-2-amino-4(3H)-quinazolinone (see Example 2j) and 6.01 g (100 mmol) of 1,1-dimethylhydrazine in 250 ml of methanol is heated under reflux for eighteen hours. The solution is concentrated and the residue recrystallized from methanol to give the product. Reactants: [H-].[Na+] (sodium hydride), CS(=O)(=O)C (dimethylsulfone), CN(C=1C=C(C(=O)OC)C=C(C1)N(C)C)C (methyl 3,5-bis(dimethylamino)benzoate). The solvent is CS(=O)C (dimethylsulfoxide). Reaction conditions: time 18 hour. Product: CN(C=1C=C(C=C(C1)N(C)C)C(CS(=O)(=O)C)=O)C (3',5'-bis-(dimethylamino)-2-methylsulfonylacetophenone). Reaction SMILES: [H-].[Na+].[CH3:3][S:4]([CH3:7])(=[O:6])=[O:5].[CH3:8][N:9]([CH3:23])[C:10]1[CH:11]=[C:12]([CH:17]=[C:18]([N:20]([CH3:22])[CH3:21])[CH:19]=1)[C:13](OC)=[O:14]>CS(C)=O>[CH3:21][N:20]([CH3:22])[C:18]1[CH:17]=[C:12]([C:13](=[O:14])[CH2:3][S:4]([CH3:7])(=[O:6])=[O:5])[CH:11]=[C:10]([N:9]([CH3:8])[CH3:23])[CH:19]=1 |f:0.1|. Procedure details: A suspension of 3.6 g. of sodium hydride (50% dispersion in oil) and 9.4 g. of dimethylsulfone in 50 ml. of absolute dimethylsulfoxide was stirred with the exclusion of moisture for 2.5 hours at 50° C. and then treated with 11.1 g. of methyl 3,5-bis(dimethylamino)benzoate. The mixture was stirred for 18 hours at room temperature, diluted with 500 ml. of water and extracted with 600 ml. of ethyl acetate. The ethyl acetate phases were washed with 300 ml. of water, dried over magnesium sulfate and ... Reactants: COC(C=C)=O (Acrylic acid methyl ester), Cl.ClC=1C=C2C(=C(NC2=CC1)C=1C=NC=CC1)C (5-chloro-3-methyl-2-pyridin-3-yl-1H-indole hydrochloride), CN(C)C=O (DMF), CC(C)([O-])C.[K+] (Potassium tert-butoxide), ice, Cl (HCl). Run at temperature 0 celsius, time 30 minute. Product: ClC=1C=C2C(=C(N(C2=CC1)CCC(=O)O)C1=NC=CC=C1)C (3-(5-chloro-3-methyl-2-pyridinyl-indol-1-yl)-propionic acid). As a reaction SMILES: Cl.[Cl:2][C:3]1[CH:4]=[C:5]2[C:9](=[CH:10][CH:11]=1)[NH:8][C:7]([C:12]1C=N[CH:15]=[CH:16][CH:17]=1)=[C:6]2[CH3:18].CC(C)([O-])C.[K+].C[O:26][C:27](=[O:30])[CH:28]=[CH2:29].Cl.[CH3:32][N:33](C=O)C>>[Cl:2][C:3]1[CH:4]=[C:5]2[C:9](=[CH:10][CH:11]=1)[N:8]([CH2:29][CH2:28][C:27]([OH:26])=[O:30])[C:7]([C:12]1[CH:17]=[CH:16][CH:15]=[CH:32][N:33]=1)=[C:6]2[CH3:18] |f:0.1,2.3|. Procedure details: A flask is charged with 5-chloro-3-methyl-2-pyridin-3-yl-1H-indole hydrochloride (Example 2, 0.700 g, 2.50 mmol) in DMF (7 mL) and cooled to 0° C. Potassium tert-butoxide (0.740 mg, 6.26 mmol) is added and the mixture is stirred at room temperature for 30 min, then lowered back into the ice bath. Acrylic acid methyl ester (0.680 mL, 7.52 mmol) is added, and the reaction mixture is stirred for 1.5 h. The reaction mixture is acidified to pH 1 using 1M aqueous HCl and extracted with ethyl acetate. ... Reactants: [Al+3], O=C(Cl)CCCCCBr, ClCCl, [Cl-], [Cl-], [Cl-], O, c1ccccc1. Yields the product O=C(CCCCCBr)c1ccccc1. Reaction SMILES: [Al+3:11].[Br:1][CH2:2][CH2:3][CH2:4][CH2:5][CH2:6][C:7](=[O:8])[Cl:9].[CH2:21]([Cl:22])[Cl:23].[Cl-:10].[Cl-:12].[Cl-:13].[OH2:20].[cH:14]1[cH:15][cH:16][cH:17][cH:18][cH:19]1>>[Br:1][CH2:2][CH2:3][CH2:4][CH2:5][CH2:6][C:7](=[O:8])[c:14]1[cH:15][cH:16][cH:17][cH:18][cH:19]1. Product: [N+](=O)([O-])C=1C(=NC=CC1)NCCCNC(OC(C)(C)C)=O (tert-butyl (3-((3-nitropyridin-2-yl)amino)propyl)carbamate). Isolated yield 108.2%. Starting materials: ClC1=NC=CC=C1[N+](=O)[O-] (2-chloro-3-nitropyridine), C(C)(C)(C)OC(NCCCN)=O (tert-butyl(3-aminopropyl)carbamate), C([O-])([O-])=O.[K+].[K+] (potassium carbonate), C(C)#N (acetonitrile). The solvent is O (water), C(C)(=O)OCC (ethyl acetate). Conditions: time 4 hour. Reaction SMILES: Cl[C:2]1[C:7]([N+:8]([O-:10])=[O:9])=[CH:6][CH:5]=[CH:4][N:3]=1.[C:11]([O:15][C:16](=[O:22])[NH:17][CH2:18][CH2:19][CH2:20][NH2:21])([CH3:14])([CH3:13])[CH3:12].C(=O)([O-])[O-].[K+].[K+].C(#N)C>O.C(OCC)(=O)C>[N+:8]([C:7]1[C:2]([NH:21][CH2:20][CH2:19][CH2:18][NH:17][C:16](=[O:22])[O:15][C:11]([CH3:13])([CH3:12])[CH3:14])=[N:3][CH:4]=[CH:5][CH:6]=1)([O-:10])=[O:9] |f:2.3.4|. Procedure: To 2-chloro-3-nitropyridine (92 mg), tert-butyl(3-aminopropyl)carbamate (102 mg) and potassium carbonate (161 mg), acetonitrile (1.2 mL) was added at room temperature, and the mixture was stirred at the same temperature for 4 hours. To the reaction mixture, ethyl acetate and water were added. The organic layer was separated, washed with saturated aqueous sodium chloride, and then dried over anhydrous sodium sulfate, and the solvent was evaporated under reduced pressure. The obtained residue was ... Reactants: OCC1C(CC1CO)N1C=2N=C(NC(C2N=C1)=O)N (9-(2',3'-bis(hydroxymethyl)-cyclobutyl)guanine), product, OCC1C(CC1CO)N1C2=NC=NC(=C2N=C1)N (9-(2',3'-bis(hydroxymethyl)cyclobutyl)adenine). Yields the product OCC1C(CC1C)N1C2=NC=NC(=C2N=C1)N (9-(2'-(Hydroxymethyl)-3'-methylcyclobutyl)adenine). RXN SMILES: OCC1C(CO)CC1N1C=NC2C(=O)NC(N)=NC1=2.[OH:20][CH2:21][CH:22]1[CH:25]([CH2:26]O)[CH2:24][CH:23]1[N:28]1[CH:36]=[N:35][C:34]2[C:29]1=[N:30][CH:31]=[N:32][C:33]=2[NH2:37]>>[OH:20][CH2:21][CH:22]1[CH:25]([CH3:26])[CH2:24][CH:23]1[N:28]1[CH:36]=[N:35][C:34]2[C:29]1=[N:30][CH:31]=[N:32][C:33]=2[NH2:37]. Reported procedure: Following the procedures described in Example 40, replacing 9-(2',3'-bis(hydroxymethyl)-cyclobutyl)guanine, the product of Example 1, with 9-(2',3'-bis(hydroxymethyl)cyclobutyl)adenine, Example 4, the title compound is prepared. Starting materials: N1(CCC(CCC1)C(=O)OCC)C(=O)OCC1=CC=CC=C1 (1-benzyl 4-ethyl azepane-1,4-dicarboxylate), [Li+].[OH-] (LiOH). The solvent is O (water), C1CCOC1 (THF). Yields the product C(C1=CC=CC=C1)OC(=O)N1CCC(CCC1)C(=O)O (1-[(benzyloxy)carbonyl]azepane-4-carboxylic acid). Yield: 81.8%. Reaction SMILES: [N:1]1([C:13]([O:15][CH2:16][C:17]2[CH:22]=[CH:21][CH:20]=[CH:19][CH:18]=2)=[O:14])[CH2:7][CH2:6][CH2:5][CH:4]([C:8]([O:10]CC)=[O:9])[CH2:3][CH2:2]1.[Li+].[OH-]>C1COCC1.O>[CH2:16]([O:15][C:13]([N:1]1[CH2:7][CH2:6][CH2:5][CH:4]([C:8]([OH:10])=[O:9])[CH2:3][CH2:2]1)=[O:14])[C:17]1[CH:18]=[CH:19][CH:20]=[CH:21][CH:22]=1 |f:1.2|. Procedure: To a stirred solution of 1-benzyl 4-ethyl azepane-1,4-dicarboxylate (500 mg, 1.64 mmol) in THF (3 ml) was added LiOH (96 mmol, 2.30 mmol) dissolved in water (3 ml). After 16 hours the mixture was concentrated, diluted with dichloromethane (30 ml), washed with 1M aq. HCl (15 ml), water (15 ml), dried (MgSO4), filtered and concentrated giving the title product as colourless oil (372 mg, 82%) that was used without and further purification.